This data is from the Open Reaction Database (ORD), a public repository of structured organic reaction records. The task is: describe an organic reaction: reactants, conditions, products, and yield Reactants: C(CC)OC([C@H](CC1=CC=C(C=C1)C=1C(N(C(N(C1C)C)=O)C)=O)NC(C1=C(C=C(C=C1F)C#N)F)=O)=O ((S)-2-(4-cyano-2,6-difluorobenzoylamino)-3-[4-(1,3,6-trimethyl-2,4-dioxo-1,2,3,4-tetrahydro-pyrimidin-5-yl)phenyl]propionic acid propyl ester). The solvent is C(CC)O (n-propanol). Product: C(CC)OC([C@H](CC1=CC=C(C=C1)C=1C(N(C(N(C1C)C)=O)C)=O)NC(C1=C(C=C(C=C1F)CNCC1=CC(=C(C(=C1)F)C(N[C@@H](CC1=CC=C(C=C1)C=1C(N(C(N(C1C)C)=O)C)=O)C(=O)OCCC)=O)F)F)=O)=O ((S)-2-[4-[[3,5-difluoro-4-[(S)-1-propoxycarbonyl-2-[4-[1,3,6-trimethyl-2,4-dioxo-1,2,3,4-tetrahydropyrimidin-5- yl]phenyl]ethylcarbamoyl]benzylamino]methyl]-2,6-difluorobenzoylamino]-3-[4-[1,3,6-trimethyl-2,4-dioxo-1,2,3,4-tetrahydropyrimidin-5-yl]phenyl]propionic acid propyl ester). Yield: 39.2%. As a reaction SMILES: [CH2:1]([O:4][C:5](=[O:38])[C@@H:6]([NH:25][C:26](=[O:37])[C:27]1[C:32]([F:33])=[CH:31][C:30]([C:34]#[N:35])=[CH:29][C:28]=1[F:36])[CH2:7][C:8]1[CH:13]=[CH:12][C:11]([C:14]2[C:15](=[O:24])[N:16]([CH3:23])[C:17](=[O:22])[N:18]([CH3:21])[C:19]=2[CH3:20])=[CH:10][CH:9]=1)[CH2:2][CH3:3]>C(O)CC>[CH2:1]([O:4][C:5](=[O:38])[C@@H:6]([NH:25][C:26](=[O:37])[C:27]1[C:28]([F:36])=[CH:29][C:30]([CH2:34][NH:35][CH2:34][C:30]2[CH:29]=[C:28]([F:36])[C:27]([C:26](=[O:37])[NH:25][C@H:6]([C:5]([O:4][CH2:1][CH2:2][CH3:3])=[O:38])[CH2:7][C:8]3[CH:9]=[CH:10][C:11]([C:14]4[C:15](=[O:24])[N:16]([CH3:23])[C:17](=[O:22])[N:18]([CH3:21])[C:19]=4[CH3:20])=[CH:12][CH:13]=3)=[C:32]([F:33])[CH:31]=2)=[CH:31][C:32]=1[F:33])[CH2:7][C:8]1[CH:9]=[CH:10][C:11]([C:14]2[C:15](=[O:24])[N:16]([CH3:23])[C:17](=[O:22])[N:18]([CH3:21])[C:19]=2[CH3:20])=[CH:12][CH:13]=1)[CH2:2][CH3:3]. Procedure: To a 100 mL flask containing (S)-2-(4-cyano-2,6-difluorobenzoylamino)-3-[4-(1,3,6-trimethyl-2,4-dioxo-1,2,3,4-tetrahydro-pyrimidin-5-yl)phenyl]propionic acid propyl ester (524 mg, 1.0 mmol) dissolved in n-propanol (20 mL) purged with nitrogen was added palladium on carbon (10%, 106 mg). The reaction was sealed, degassed with three exposures to nitrogen and house vacuum, and then exposed to a balloon of hydrogen overnight. The reaction was diluted with EA, degassed again, and exposed to hydrogen ... Starting materials: C[C@@H]1N(CCC1)C=1C(=NC2=CC=C(C=C2N1)C(=O)OC)OS(=O)(=O)C(F)(F)F ((S)-methyl 3-(2-methylpyrrolidin-1-yl)-2-(trifluoromethylsulfonyloxy)quinoxaline-6-carboxylate), FC=1C=C(C=CC1F)B(O)O (3,4-difluorophenylboronic acid), [O-]P(=O)([O-])[O-].[K+].[K+].[K+] (K3PO4). Reagents/catalysts: O (water), C=1C=CC(=CC1)[P](C=2C=CC=CC2)(C=3C=CC=CC3)[Pd]([P](C=4C=CC=CC4)(C=5C=CC=CC5)C=6C=CC=CC6)([P](C=7C=CC=CC7)(C=8C=CC=CC8)C=9C=CC=CC9)[P](C=1C=CC=CC1)(C=1C=CC=CC1)C=1C=CC=CC1 (Pd(PPh3)4). Solvent: O1CCOCC1 (dioxane), O (water). Conditions: temperature 90 celsius, time 1 hour. Yields the product FC=1C=C(C=CC1F)C1=NC2=CC=C(C=C2N=C1N1[C@H](CCC1)C)C(=O)OC ((S)-methyl 2-(3,4-difluorophenyl)-3-(2-methylpyrrolidin-1-yl)quinoxaline-6-carboxylate). The yield is 48.2%. As a reaction SMILES: [CH3:1][C@H:2]1[CH2:6][CH2:5][CH2:4][N:3]1[C:7]1[C:8](OS(C(F)(F)F)(=O)=O)=[N:9][C:10]2[C:15]([N:16]=1)=[CH:14][C:13]([C:17]([O:19][CH3:20])=[O:18])=[CH:12][CH:11]=2.[F:29][C:30]1[CH:31]=[C:32](B(O)O)[CH:33]=[CH:34][C:35]=1[F:36].[O-]P([O-])([O-])=O.[K+].[K+].[K+]>O1CCOCC1.O.C1C=CC([P]([Pd]([P](C2C=CC=CC=2)(C2C=CC=CC=2)C2C=CC=CC=2)([P](C2C=CC=CC=2)(C2C=CC=CC=2)C2C=CC=CC=2)[P](C2C=CC=CC=2)(C2C=CC=CC=2)C2C=CC=CC=2)(C2C=CC=CC=2)C2C=CC=CC=2)=CC=1>[F:29][C:30]1[CH:31]=[C:32]([C:8]2[C:7]([N:3]3[CH2:4][CH2:5][CH2:6][C@@H:2]3[CH3:1])=[N:16][C:15]3[C:10](=[CH:11][CH:12]=[C:13]([C:17]([O:19][CH3:20])=[O:18])[CH:14]=3)[N:9]=2)[CH:33]=[CH:34][C:35]=1[F:36] |f:2.3.4.5,^1:58,60,79,98|. Reported procedure: To a solution of (S)-methyl 3-(2-methylpyrrolidin-1-yl)-2-(trifluoromethylsulfonyloxy)quinoxaline-6-carboxylate (195 mg, crude) in dioxane (3 mL) was added 3,4-difluorophenylboronic acid (130 mg, 0.80 mmol), K3PO4 (180 mg, 0.8 mmol), Pd(PPh3)4 (28 mg, 0.024 mmol) and water (5 drops) under a nitrogen atmosphere. After stirring 1 h at 90° C., the reaction mixture was dissolved in water (100 mL), extracted with dichloromethane (3×30 mL), dried over anhydrous magnesium sulfate, and concentrated unde... Starting materials: CC(C)(C)OC(=O)N1CCN(c2cccc(NCc3ccccc3)c2[N+](=O)[O-])CC1, CCO, [Na+], [Na+], O, O=S([O-])S(=O)[O-]. Yields the product CC(C)(C)OC(=O)N1CCN(c2cccc(NCc3ccccc3)c2N)CC1. RXN SMILES: [C:1]([CH3:2])([CH3:3])([CH3:4])[O:5][C:6](=[O:7])[N:8]1[CH2:9][CH2:10][N:11]([c:14]2[c:15]([N+:28]([O-:29])=[O:30])[c:16]([NH:20][CH2:21][c:22]3[cH:23][cH:24][cH:25][cH:26][cH:27]3)[cH:17][cH:18][cH:19]2)[CH2:12][CH2:13]1.[CH3:39][CH2:40][OH:41].[Na+:37].[Na+:38].[OH2:42].[S:31]([S:32]([O-:33])=[O:34])([O-:35])=[O:36]>>[C:1]([CH3:2])([CH3:3])([CH3:4])[O:5][C:6](=[O:7])[N:8]1[CH2:9][CH2:10][N:11]([c:14]2[c:15]([NH2:28])[c:16]([NH:20][CH2:21][c:22]3[cH:23][cH:24][cH:25][cH:26][cH:27]3)[cH:17][cH:18][cH:19]2)[CH2:12][CH2:13]1. Starting materials: C1CCOC1, CC(CO)c1ccc([N+](=O)[O-])cc1, O=C1NC(=O)c2ccccc21, CCOC(=O)N=NC(=O)OCC, c1ccc(P(c2ccccc2)c2ccccc2)cc1. The product is CC(CN1C(=O)c2ccccc2C1=O)c1ccc([N+](=O)[O-])cc1. Reaction SMILES: [CH2:56]1[O:57][CH2:58][CH2:59][CH2:60]1.[N+:1](=[O:2])([O-:3])[c:4]1[cH:5][cH:6][c:7]([CH:10]([CH2:11][OH:12])[CH3:13])[cH:8][cH:9]1.[O:14]=[C:15]1[NH:16][C:17](=[O:18])[c:19]2[cH:20][cH:21][cH:22][cH:23][c:24]21.[O:44]=[C:45]([O:46][CH2:47][CH3:48])[N:49]=[N:50][C:51]([O:52][CH2:53][CH3:54])=[O:55].[c:25]1([P:26]([c:27]2[cH:28][cH:29][cH:30][cH:31][cH:32]2)[c:33]2[cH:34][cH:35][cH:36][cH:37][cH:38]2)[cH:39][cH:40][cH:41][cH:42][cH:43]1>>[N+:1](=[O:2])([O-:3])[c:4]1[cH:5][cH:6][c:7]([CH:10]([CH2:11][N:16]2[C:15](=[O:14])[c:24]3[c:19]([cH:20][cH:21][cH:22][cH:23]3)[C:17]2=[O:18])[CH3:13])[cH:8][cH:9]1. Reactants: CC(=O)O, NNC(=O)c1ccc(I)cc1, O=C1Nc2ccc(I)cc2C1=O. Yields the product O=C1Nc2ccc(I)cc2C1=NNC(=O)c1ccc(I)cc1. RXN SMILES: [CH3:24][C:25](=[O:26])[OH:27].[I:13][c:14]1[cH:15][cH:16][c:17]([C:18](=[O:19])[NH:20][NH2:21])[cH:22][cH:23]1.[I:1][c:2]1[cH:3][c:4]2[c:8]([cH:9][cH:10]1)[NH:7][C:6](=[O:11])[C:5]2=[O:12]>>[I:1][c:2]1[cH:3][c:4]2[c:8]([cH:9][cH:10]1)[NH:7][C:6](=[O:11])[C:5]2=[N:21][NH:20][C:18]([c:17]1[cH:16][cH:15][c:14]([I:13])[cH:23][cH:22]1)=[O:19]. Reactants: C(=O)(C(F)(F)F)O (TFA), NC1=NC(=C2NC=NC2=N1)Br (2-amino-6-bromopurine), FC=1C=C(C=NC1)C1=C(C=CC2=CC=CC=C12)C(C)N (1-[1-(5-fluoropyridin-3-yl)-2-naphthyl]ethanamine), C(C)(C)N(C(C)C)CC (N,N-diisopropylethylamine). Run in C(C)O (ethanol). Product: FC=1C=C(C=NC1)C1=C(C=CC2=CC=CC=C12)C(C)NC1=C2N=CNC2=NC(=N1)N (N(6)-{1-[1-(5-fluoropyridin-3-yl)-2-naphthyl]ethyl}-9H-purine-2,6-diamine). As a reaction SMILES: [NH2:1][C:2]1[N:10]=[C:9]2[C:5]([NH:6][CH:7]=[N:8]2)=[C:4](Br)[N:3]=1.[F:12][C:13]1[CH:14]=[C:15]([C:19]2[C:28]3[C:23](=[CH:24][CH:25]=[CH:26][CH:27]=3)[CH:22]=[CH:21][C:20]=2[CH:29]([NH2:31])[CH3:30])[CH:16]=[N:17][CH:18]=1.C(N(CC)C(C)C)(C)C.C(O)(C(F)(F)F)=O>C(O)C>[F:12][C:13]1[CH:14]=[C:15]([C:19]2[C:28]3[C:23](=[CH:24][CH:25]=[CH:26][CH:27]=3)[CH:22]=[CH:21][C:20]=2[CH:29]([NH:31][C:4]2[N:3]=[C:2]([NH2:1])[N:10]=[C:9]3[C:5]=2[N:6]=[CH:7][NH:8]3)[CH3:30])[CH:16]=[N:17][CH:18]=1. Reported procedure: A mixture of 2-amino-6-bromopurine (0.030 g, 0.14 mmol), 1-[1-(5-fluoropyridin-3-yl)-2-naphthyl]ethanamine (0.019 g, 0.07 mmol), and N,N-diisopropylethylamine (0.01465 mL, 0.084 mmol) in ethanol (0.2 mL) was heated at reflux under nitrogen overnight. The mixture was evaporated and the resultant residue was purified on RP-HPLC (XBridge C18 column, eluting with a gradient of acetonitrile/water containing 0.05% TFA, at flow rate of 30 mL/minute) to give the product as a mixture of rotomers (bis-TFA...